Dataset: the Open Reaction Database (ORD), a public repository of structured organic reaction records. Task: describe an organic reaction: reactants, conditions, products, and yield Reactants: COC(CC1=CC(=CC=C1)C1=CC2=C(C(=C(O2)C(C2=C(C=C(C=C2)Cl)Cl)=O)C)C=C1)=O ({3-[2-(2,4-Dichloro-benzoyl)-3-methyl-benzofuran-6-yl]-phenyl}-acetic acid methyl ester), CO (methanol), O (water), [OH-].[Li+] (lithium hydroxide). Run in O1CCCC1 (tetrahydrofuran). Run at temperature 50 celsius. Product: ClC1=C(C(=O)C=2OC3=C(C2C)C=CC(=C3)C=3C=C(C=CC3)CC(=O)O)C=CC(=C1)Cl ({3-[2-(2,4-dichloro-benzoyl)-3-methyl-benzofuran-6-yl]-phenyl}-acetic acid), two. Isolated yield 52.0%. RXN SMILES: C[O:2][C:3](=[O:31])[CH2:4][C:5]1[CH:10]=[CH:9][CH:8]=[C:7]([C:11]2[CH:30]=[CH:29][C:14]3[C:15]([CH3:28])=[C:16]([C:18](=[O:27])[C:19]4[CH:24]=[CH:23][C:22]([Cl:25])=[CH:21][C:20]=4[Cl:26])[O:17][C:13]=3[CH:12]=2)[CH:6]=1.CO.O.[OH-].[Li+]>O1CCCC1>[Cl:26][C:20]1[CH:21]=[C:22]([Cl:25])[CH:23]=[CH:24][C:19]=1[C:18]([C:16]1[O:17][C:13]2[CH:12]=[C:11]([C:7]3[CH:6]=[C:5]([CH2:4][C:3]([OH:31])=[O:2])[CH:10]=[CH:9][CH:8]=3)[CH:30]=[CH:29][C:14]=2[C:15]=1[CH3:28])=[O:27] |f:3.4|. Reported procedure: {3-[2-(2,4-Dichloro-benzoyl)-3-methyl-benzofuran-6-yl]-phenyl}-acetic acid methyl ester (3160 mg, 6.97 mmol) was dissolved in tetrahydrofuran (50 mL), methanol (20 mL), water (10 mL), and lithium hydroxide (2650 mg, 110.65 mmol) was added to the solution. The mixture was heated at 50° C. for 3 h then cooled to room temperature. The volatile components were removed under vacuum and the pH of the resulting aqueous component was adjusted to 1 with HCl (1N). The aqueous layer was extracted several t... As a reaction SMILES: [CH3:1][C:2]([C:4]1[C:5]([OH:11])=[CH:6][CH:7]=[CH:8][C:9]=1[OH:10])=[O:3].Br[CH2:13][C:14]([O:16][CH2:17][CH3:18])=[O:15].C(=O)([O-])[O-].[K+].[K+]>CC(C)=O>[CH2:17]([O:16][C:14](=[O:15])[CH2:13][O:11][C:5]1[CH:6]=[CH:7][CH:8]=[C:9]([OH:10])[C:4]=1[C:2](=[O:3])[CH3:1])[CH3:18] |f:2.3.4|. Procedure details: A mixture of 2,6-dihydroxyacetophenone (40 g), ethyl bromoacetate (48 g) and potassium carbonate (58 g) in acetone (500 ml) was refluxed for 3 hours. The mixture was cooled and filtered. The solution was evaporated to dryness and the crude solid extracted with boiling hexane. Upon cooling, the title compound was obtained. Reactants: CC(=O)C=1C(=CC=CC1O)O (2,6-dihydroxyacetophenone), BrCC(=O)OCC (ethyl bromoacetate), C([O-])([O-])=O.[K+].[K+] (potassium carbonate). Solvent: CC(=O)C (acetone). Product: C(C)OC(COC1=C(C(=CC=C1)O)C(C)=O)=O (Ethyl(2-acetyl-3-hydroxyphenoxy)acetate). As a reaction SMILES: [Br:1][c:2]1[c:3]([CH:10]=[CH:11][CH:12]2[O:13][CH2:14][C:15]([CH3:18])([CH3:19])[CH2:16][O:17]2)[c:4]([CH3:9])[cH:5][c:6]([CH3:8])[cH:7]1.[CH:20]([CH2:21][CH2:22][CH2:23][CH2:24][CH2:25][CH2:26][CH2:27][CH2:28][CH3:29])=[O:30]>>[c:2]1([CH:20]([CH2:21][CH2:22][CH2:23][CH2:24][CH2:25][CH2:26][CH2:27][CH2:28][CH3:29])[OH:30])[c:3]([CH:10]=[CH:11][CH:12]2[O:13][CH2:14][C:15]([CH3:18])([CH3:19])[CH2:16][O:17]2)[c:4]([CH3:9])[cH:5][c:6]([CH3:8])[cH:7]1. Yields the product CCCCCCCCCC(O)c1cc(C)cc(C)c1C=CC1OCC(C)(C)CO1. Starting materials: Cc1cc(C)c(C=CC2OCC(C)(C)CO2)c(Br)c1, CCCCCCCCCC=O. The reactants are Compound II, CN(NC(NCC1=CC=CC2=CC=CC=C12)=O)CC(=O)O (2-(1-methyl-2-(naphthalen-1-ylmethylcarbamoyl)hydrazinyl)acetic acid), N[C@H](C(=O)N(CC1=CC=CC2=CC=CC=C12)[C@H](C(OCC)OCC)C)CC(=O)NC(C1=CC=CC=C1)(C1=CC=CC=C1)C1=CC=CC=C1 ((S)-2-amino-N1—((S)-1,1-diethoxypropan-2-yl)-N1-(naphthalen-1-ylmethyl)-N4-tritylsuccinamide). Yields the product C(C)OC([C@H](C)N(C([C@H](CC(NC(C1=CC=CC=C1)(C1=CC=CC=C1)C1=CC=CC=C1)=O)NC(CN(NC(=O)NCC1=CC=CC2=CC=CC=C12)C)=O)=O)CC1=CC=CC2=CC=CC=C12)OCC (1-(2-((S)-1-(((S)-1,1-diethoxypropan-2-yl)(naphthalen-1-ylmethyl)amino)-1,4-dioxo-4-(tritylamino)butan-2-ylamino)-2-oxoethyl)-1-methyl-4-(naphthalen-1-ylmethyl)semicarbazide). As a reaction SMILES: [CH3:1][N:2]([CH2:18][C:19](O)=[O:20])[NH:3][C:4](=[O:17])[NH:5][CH2:6][C:7]1[C:16]2[C:11](=[CH:12][CH:13]=[CH:14][CH:15]=2)[CH:10]=[CH:9][CH:8]=1.[NH2:22][C@@H:23]([CH2:47][C:48]([NH:50][C:51]([C:64]1[CH:69]=[CH:68][CH:67]=[CH:66][CH:65]=1)([C:58]1[CH:63]=[CH:62][CH:61]=[CH:60][CH:59]=1)[C:52]1[CH:57]=[CH:56][CH:55]=[CH:54][CH:53]=1)=[O:49])[C:24]([N:26]([C@@H:38]([CH3:46])[CH:39]([O:43][CH2:44][CH3:45])[O:40][CH2:41][CH3:42])[CH2:27][C:28]1[C:37]2[C:32](=[CH:33][CH:34]=[CH:35][CH:36]=2)[CH:31]=[CH:30][CH:29]=1)=[O:25]>>[CH2:44]([O:43][CH:39]([O:40][CH2:41][CH3:42])[C@@H:38]([N:26]([CH2:27][C:28]1[C:37]2[C:32](=[CH:33][CH:34]=[CH:35][CH:36]=2)[CH:31]=[CH:30][CH:29]=1)[C:24](=[O:25])[C@@H:23]([NH:22][C:19](=[O:20])[CH2:18][N:2]([CH3:1])[NH:3][C:4]([NH:5][CH2:6][C:7]1[C:16]2[C:11](=[CH:12][CH:13]=[CH:14][CH:15]=2)[CH:10]=[CH:9][CH:8]=1)=[O:17])[CH2:47][C:48](=[O:49])[NH:50][C:51]([C:64]1[CH:69]=[CH:68][CH:67]=[CH:66][CH:65]=1)([C:52]1[CH:53]=[CH:54][CH:55]=[CH:56][CH:57]=1)[C:58]1[CH:59]=[CH:60][CH:61]=[CH:62][CH:63]=1)[CH3:46])[CH3:45]. Reported procedure: According to the procedure described in the synthesis method of Compound II-15, 2-(1-methyl-2-(naphthalen-1-ylmethylcarbamoyl)hydrazinyl)acetic acid (Compound VI-8) 67 mg (0.23 mmol) was coupled with (S)-2-amino-N1—((S)-1,1-diethoxypropan-2-yl)-N1-(naphthalen-1-ylmethyl)-N4-tritylsuccinamide (Compound IV-19) 100 mg (0.16 mmol) to obtain the title compound. Starting materials: C(C=C)CNCC(C)C1(C(CCCC1)C1=CC=CC=C1)O (1-(2-Allylmethylamino-1-methylethyl)-2-phenylcyclohexanol), C(C)(=O)Cl (acetyl chloride). The product is C(C)(=O)OC1(C(CCCC1)C1=CC=CC=C1)C(CNCCC=C)C (1 -(2-Allylmethylamino-1-methylethyl)-2-phenylcyclohexyl acetate). RXN SMILES: [CH2:1]([CH2:4][NH:5][CH2:6][CH:7]([C:9]1([OH:21])[CH2:14][CH2:13][CH2:12][CH2:11][CH:10]1[C:15]1[CH:20]=[CH:19][CH:18]=[CH:17][CH:16]=1)[CH3:8])[CH:2]=[CH2:3].[C:22](Cl)(=[O:24])[CH3:23]>>[C:22]([O:21][C:9]1([CH:7]([CH3:8])[CH2:6][NH:5][CH2:4][CH2:1][CH:2]=[CH2:3])[CH2:14][CH2:13][CH2:12][CH2:11][CH:10]1[C:15]1[CH:16]=[CH:17][CH:18]=[CH:19][CH:20]=1)(=[O:24])[CH3:23]. Procedure details: The procedure of Example I(c) is followed using 4.8 g of 1-(2-Allylmethylamino-1-methylethyl)-2-phenylcyclohexanol and 13 ml acetyl chloride to give 3.2 g pure product. The reactants are N(=NC(=O)N1CCCCC1)C(=O)N1CCCCC1 (1,1′-(Azodicarbonyl)dipiperidine), OC=1C=C2C=C(NC2=CC1)CC(C(=O)OC)CC1=CC=CC=C1 (methyl 3-(5-hydoxylindolyl)-2-benzylpropanoate), C(CCC)P(CCCC)CCCC (tri-n-butylphosphine), OCCCNC1=NC=CC=C1 (2-(3-hydroxypropyl)aminopyridine). Run in O1CCCC1 (tetrahydrofuran). Reaction conditions: time 16 hour. Yields the product C(C1=CC=CC=C1)C(C(=O)O)CC=1NC2=CC=C(C=C2C1)OCCCNC1=NC=CC=C1 (2-Benzyl-3-{5-[3-(2-pyridylamino)propoxy]indolyl}propanoic acid). The yield is 38.2%. RXN SMILES: N(C(N1CCCCC1)=O)=NC(N1CCCCC1)=O.[OH:19][C:20]1[CH:21]=[C:22]2[C:26](=[CH:27][CH:28]=1)[NH:25][C:24]([CH2:29][CH:30]([CH2:35][C:36]1[CH:41]=[CH:40][CH:39]=[CH:38][CH:37]=1)[C:31]([O:33]C)=[O:32])=[CH:23]2.O[CH2:43][CH2:44][CH2:45][NH:46][C:47]1[CH:52]=[CH:51][CH:50]=[CH:49][N:48]=1.C(P(CCCC)CCCC)CCC>O1CCCC1>[CH2:35]([CH:30]([CH2:29][C:24]1[NH:25][C:26]2[C:22]([CH:23]=1)=[CH:21][C:20]([O:19][CH2:43][CH2:44][CH2:45][NH:46][C:47]1[CH:52]=[CH:51][CH:50]=[CH:49][N:48]=1)=[CH:28][CH:27]=2)[C:31]([OH:33])=[O:32])[C:36]1[CH:37]=[CH:38][CH:39]=[CH:40][CH:41]=1. Reported procedure: 1,1′-(Azodicarbonyl)dipiperidine (0.18 g, 0.7 mmol) was added to a solution of methyl 3-(5-hydoxylindolyl)-2-benzylpropanoate (0.12 g, 0.39 mmol), as prepared in the preceding step, 2-(3-hydroxypropyl)aminopyridine (0.07 g, 0.47 mmol), as prepared instep b of Example 1, and tri-n-butylphosphine (0.14 g, 0.7 mmol) in tetrahydrofuran (6.0 mL). After stirring at ambient temperature overnight (16 h), the reaction was concentrated in vacuo and the residue purified by flash chromatography on silica ge... The reactants are CCN(C(C)C)C(C)C, Nc1n[nH]c2cc(Cl)ccc12, Cl, O=C(Cl)c1ccccn1, c1ccncc1. Yields the product O=C(Nc1n[nH]c2cc(Cl)ccc12)c1ccccn1. Reaction SMILES: [CH:1]([N:2]([CH:3]([CH3:4])[CH3:5])[CH2:6][CH3:7])([CH3:8])[CH3:9].[Cl:10][c:11]1[cH:12][cH:13][c:14]2[c:15]([NH2:20])[n:16][nH:17][c:18]2[cH:19]1.[ClH:21].[c:22]1([C:28](=[O:29])[Cl:30])[cH:23][cH:24][cH:25][cH:26][n:27]1.[cH:31]1[cH:32][cH:33][n:34][cH:35][cH:36]1>>[Cl:10][c:11]1[cH:12][cH:13][c:14]2[c:15]([NH:20][C:28]([c:22]3[cH:23][cH:24][cH:25][cH:26][n:27]3)=[O:29])[n:16][nH:17][c:18]2[cH:19]1. Starting materials: COC=1C=C(C=CC1)CCCCCCC(=O)O (7-(3-methoxyphenyl)heptanoic acid), solution, [Si](C)(C)(C)C=[N+]=[N-] (TMSCHN2). Run in CO.C1(=CC=CC=C1)C (methanol toluene). Run at temperature 0 celsius. Product: COC=1C=C(C=CC1)CCCCCCC(=O)OC (Methyl 7-(3-methoxyphenyl)heptanoate). RXN SMILES: [CH3:1][O:2][C:3]1[CH:4]=[C:5]([CH2:9][CH2:10][CH2:11][CH2:12][CH2:13][CH2:14][C:15]([OH:17])=[O:16])[CH:6]=[CH:7][CH:8]=1.[Si](C=[N+]=[N-])(C)(C)[CH3:19]>CO.C1(C)C=CC=CC=1>[CH3:1][O:2][C:3]1[CH:4]=[C:5]([CH2:9][CH2:10][CH2:11][CH2:12][CH2:13][CH2:14][C:15]([O:17][CH3:19])=[O:16])[CH:6]=[CH:7][CH:8]=1 |f:2.3|. Procedure details: An anhydrous solution of methanol:toluene (2:5) (10.5 mL) was used to solubilize 7-(3-methoxyphenyl)heptanoic acid (0.159 g, 0.673 mmol) under an atmosphere of argon and the solution was then cooled to 0° C. Stirring was initiated and a 2 M solution of TMSCHN2 (in hexanes) (0.740 mL, 1.48 mmol) was added dropwise to the reaction solution. The yellow solution was allowed to stir for 30 minutes at room temperature before again being cooled to 0° C. The reaction was quenched with the dropwise addit... Starting materials: [OH-].[K+] (potassium hydroxide), C(C1=CC=CC=C1)(=O)OC1CC(N(C(C1)(C)C)OC(C)(C)ON1C(CC(CC1(C)C)OC(C1=CC=CC=C1)=O)(C)C)(C)C (2,2-Bis(4-benzoyloxy-2,2,6,6-tetramethylpiperidin-1-yl-oxy)propane). The solvent is C(C)O (ethanol). Yields the product OC1CC(N(C(C1)(C)C)OC(C)(C)ON1C(CC(CC1(C)C)O)(C)C)(C)C (2,2,-Bis(4-hydroxy-2,2,6,6-tetramethylpiperidin-1-yloxy)propane). Reaction SMILES: [OH-].[K+].C([O:11][CH:12]1[CH2:17][C:16]([CH3:19])([CH3:18])[N:15]([O:20][C:21]([O:24][N:25]2[C:30]([CH3:32])([CH3:31])[CH2:29][CH:28]([O:33]C(=O)C3C=CC=CC=3)[CH2:27][C:26]2([CH3:43])[CH3:42])([CH3:23])[CH3:22])[C:14]([CH3:45])([CH3:44])[CH2:13]1)(=O)C1C=CC=CC=1>C(O)C>[OH:33][CH:28]1[CH2:29][C:30]([CH3:31])([CH3:32])[N:25]([O:24][C:21]([O:20][N:15]2[C:14]([CH3:45])([CH3:44])[CH2:13][CH:12]([OH:11])[CH2:17][C:16]2([CH3:19])[CH3:18])([CH3:23])[CH3:22])[C:26]([CH3:43])([CH3:42])[CH2:27]1 |f:0.1|. Reported procedure: The title compound is prepared by the basic hydrolysis (potassium hydroxide in ethanol) of the compound prepared in Example 34A. Starting materials: C1=CC=CC=2[N+](=CC=3CCCCC3C12)[O-] (7,8,9,10-tetrahydrophenanthridine N-oxide), C1=CC=CC=2[N+](=CC=3CCCCC3C12)[O-] (7,8,9,10-tetrahydrophenanthridine N-oxide), C(C)(=O)OC(C)=O (acetic anhydride). Yields the product C(C)(=O)OC1CCCC2=CN=C3C=CC=CC3=C12 (10-Acetoxy-7,8,9,10-tetrahydrophenanthridine). Isolated yield 77.0%. Reaction SMILES: [CH:1]1[C:14]2[C:13]3[CH2:12][CH2:11][CH2:10][CH2:9][C:8]=3[CH:7]=[N+:6]([O-])[C:5]=2[CH:4]=[CH:3][CH:2]=1.[C:16]([O:19]C(=O)C)(=[O:18])[CH3:17]>>[C:16]([O:19][CH:12]1[C:13]2[C:8](=[CH:7][N:6]=[C:5]3[C:14]=2[CH:1]=[CH:2][CH:3]=[CH:4]3)[CH2:9][CH2:10][CH2:11]1)(=[O:18])[CH3:17]. Reported procedure: A solution of 7,8,9,10-tetrahydrophenanthridine N-oxide (Compound 4a) (1.23 g, 6.18 mmol) in acetic anhydride (50 mL) was heated to 100° C. for 20 hours, evaporated to dryness, dissolved in dichloromethane (50 mL) and washed with saturated sodium bicarbonate solution (50 mL). The aqueous layer was extracted with dichloromethane (2×50 mL), the combined organic layers were dried (Na2SO4), evaporated in vacuo, and the residue was purified by flash chromatography on silica eluting with Et2O to give ...